The task is: describe an organic reaction: reactants, conditions, products, and yield. This data is from the Open Reaction Database (ORD), a public repository of structured organic reaction records. Reactants: C(C)(C)C=1C=C(C(=O)N)C=CC1 (3-isopropyl-benzamide), O=P(Cl)(Cl)Cl (POCl3). The product is C(C)(C)C=1C=C(C#N)C=CC1 (3-isopropyl-benzonitrile). The yield is 80.4%. Reaction SMILES: [CH:1]([C:4]1[CH:5]=[C:6]([CH:10]=[CH:11][CH:12]=1)[C:7]([NH2:9])=O)([CH3:3])[CH3:2].O=P(Cl)(Cl)Cl>>[CH:1]([C:4]1[CH:5]=[C:6]([CH:10]=[CH:11][CH:12]=1)[C:7]#[N:9])([CH3:3])[CH3:2]. Procedure details: A solution of the above amide (4.20 g, 25.7 mmol) in POCl3 (36.0 g, 236 mmol) was stirred at 80° C. for 18 h. The solution was concentrated and the residue was poured into water (100 mL). The mixture was exacted with EtOAc. The organic layers were combined, washed by brine, dried over Na2SO4 and concentrated to give 3-isopropyl-benzonitrile (3.00 g, 80%). The reactants are O=C(O)c1ccc(-c2cnc3c(c2)N(Cc2cc(Cl)ccc2C(F)(F)F)CCN3)cc1, c1nc(N2CCNCC2)c2sccc2n1. The product is O=C(c1ccc(-c2cnc3c(c2)N(Cc2cc(Cl)ccc2C(F)(F)F)CCN3)cc1)N1CCN(c2ncnc3ccsc23)CC1. RXN SMILES: [Cl:1][c:2]1[cH:3][cH:4][c:5]([C:28]([F:29])([F:30])[F:31])[c:6]([CH2:7][N:8]2[c:9]3[c:10]([n:14][cH:15][c:16](-[c:18]4[cH:19][cH:20][c:21]([C:22](=[O:23])[OH:24])[cH:25][cH:26]4)[cH:17]3)[NH:11][CH2:12][CH2:13]2)[cH:27]1.[n:32]1[cH:33][n:34][c:35]([N:41]2[CH2:42][CH2:43][NH:44][CH2:45][CH2:46]2)[c:36]2[c:37]1[cH:38][cH:39][s:40]2>>[Cl:1][c:2]1[cH:3][cH:4][c:5]([C:28]([F:29])([F:30])[F:31])[c:6]([CH2:7][N:8]2[c:9]3[c:10]([n:14][cH:15][c:16](-[c:18]4[cH:19][cH:20][c:21]([C:22](=[O:23])[N:44]5[CH2:43][CH2:42][N:41]([c:35]6[n:34][cH:33][n:32][c:37]7[c:36]6[s:40][cH:39][cH:38]7)[CH2:46][CH2:45]5)[cH:25][cH:26]4)[cH:17]3)[NH:11][CH2:12][CH2:13]2)[cH:27]1. Reactants: CC(C)(C)COCCCC=CCCC=CCCCO, ClCCl, O=[Cr](=O)([O-])Cl, c1cc[nH+]cc1. The product is CC(C)(C)COC1CCC=CCCC=CCCC1=O. As a reaction SMILES: [CH3:1][C:2]([CH2:3][O:4][CH2:5][CH2:6][CH2:7][CH:8]=[CH:9][CH2:10][CH2:11][CH:12]=[CH:13][CH2:14][CH2:15][CH2:16][OH:17])([CH3:18])[CH3:19].[Cl:31][CH2:32][Cl:33].[O:20]=[Cr:21]([Cl:22])([O-:23])=[O:24].[nH+:25]1[cH:26][cH:27][cH:28][cH:29][cH:30]1>>[CH3:1][C:2]([CH2:3][O:4][CH:5]1[CH2:6][CH2:7][CH:8]=[CH:9][CH2:10][CH2:11][CH:12]=[CH:13][CH2:14][CH2:15][C:16]1=[O:17])([CH3:18])[CH3:19].